This data is from the Open Reaction Database (ORD), a public repository of structured organic reaction records. The task is: describe an organic reaction: reactants, conditions, products, and yield Starting materials: O=C1CCC(=O)N1Br, O=C(OOC(=O)c1ccccc1)c1ccccc1, ClC(Cl)Cl, Cc1nc2sccc2c(=O)n1-c1ccccc1Cl. Yields the product Cc1nc2sc(Br)cc2c(=O)n1-c1ccccc1Cl. Reaction SMILES: [Br:19][N:20]1[C:21](=[O:22])[CH2:23][CH2:24][C:25]1=[O:26].[C:27]([O:28][O:29][C:30](=[O:31])[c:32]1[cH:33][cH:34][cH:35][cH:36][cH:37]1)(=[O:38])[c:39]1[cH:40][cH:41][cH:42][cH:43][cH:44]1.[CH:45]([Cl:46])([Cl:47])[Cl:48].[Cl:1][c:2]1[c:3](-[n:8]2[c:9]([CH3:18])[n:10][c:11]3[c:12]([c:13]2=[O:14])[cH:15][cH:16][s:17]3)[cH:4][cH:5][cH:6][cH:7]1>>[Cl:1][c:2]1[c:3](-[n:8]2[c:9]([CH3:18])[n:10][c:11]3[c:12]([c:13]2=[O:14])[cH:15][c:16]([Br:19])[s:17]3)[cH:4][cH:5][cH:6][cH:7]1. Run at temperature 0 celsius, time 15 minute. The product is C1(CCCC1)C[C@@H](C(=O)NC1=NN(C=C1)CCCC(C)=O)N1C(C2=CC=CC(=C2C1)C(F)(F)F)=O ((S)-3-cyclopentyl-N-[1-(2-isopropoy-ethyl)-1H-pyrazol-3-yl]-2-(1-oxo-4-trifluoromethyl-1,3-dihydro-isoindol-2-yl)-propionamide). Starting materials: C1(CCCC1)C[C@@H](C(=O)O)N1C(C2=CC=CC(=C2C1)C(F)(F)F)=O ((S)-3-cyclopentyl-2-(1-oxo-4-trifluoromethyl-1,3-dihydro-isoindol-2-yl)-propionic acid), C(C)(C)OCCN1N=C(C=C1)N (1-(2-isopropoxy-ethyl)-1H-pyrazol-3-ylamine), N1=C(C=CC=C1C)C (2,6-lutidine), C(C(=O)Cl)(=O)Cl (oxalyl chloride). Isolated yield 51.8%. Reagents/catalysts: CN(C=O)C (N,N-dimethylformamide). Procedure: A solution of (S)-3-cyclopentyl-2-(1-oxo-4-trifluoromethyl-1,3-dihydro-isoindol-2-yl)-propionic acid (prepared as in Example 1, 160 mg, 0.47 mmol) in methylene chloride (10 mL) was treated with N,N-dimethylformamide (1 drop) and cooled to 0° C. It was then treated with a solution of oxalyl chloride (2.0 M in methylene chloride, 281 μL, 0.56 mmol) and stirred for 15 min at 0° C. and then warmed to room temperature and stirred for 30 min. After this time, the reaction mixture was concentrated in v... The solvent is C(Cl)Cl (methylene chloride), C(Cl)Cl (methylene chloride). RXN SMILES: [CH:1]1([CH2:6][C@H:7]([N:11]2[CH2:19][C:18]3[C:13](=[CH:14][CH:15]=[CH:16][C:17]=3[C:20]([F:23])([F:22])[F:21])[C:12]2=[O:24])[C:8](O)=[O:9])[CH2:5][CH2:4][CH2:3][CH2:2]1.[C:25](Cl)(=[O:29])[C:26](Cl)=O.C(O[CH2:35][CH2:36][N:37]1[CH:41]=[CH:40][C:39]([NH2:42])=[N:38]1)(C)C.N1C(C)=CC=C[C:44]=1C>C(Cl)Cl.CN(C)C=O>[CH:1]1([CH2:6][C@H:7]([N:11]2[CH2:19][C:18]3[C:13](=[CH:14][CH:15]=[CH:16][C:17]=3[C:20]([F:21])([F:22])[F:23])[C:12]2=[O:24])[C:8]([NH:42][C:39]2[CH:40]=[CH:41][N:37]([CH2:36][CH2:35][CH2:44][C:25](=[O:29])[CH3:26])[N:38]=2)=[O:9])[CH2:2][CH2:3][CH2:4][CH2:5]1.